From a dataset of the Open Reaction Database (ORD), a public repository of structured organic reaction records. describe an organic reaction: reactants, conditions, products, and yield The reactants are O (Water), C([O-])([O-])=O.[Na+].[Na+] (sodium carbonate), C(C1=CC=CC=C1)(C1=CC=CC=C1)=NNC=1C=C(SC1C=NN=C(C1=CC=CC=C1)C1=CC=CC=C1)CN(C)C ([4-(N′-benzhydrylidene-hydrazino)-5-(benzhydrylidene-hydrazonomethyl)-thiophen-2-ylmethyl]-dimethyl-amine), C(C1=CC=CC=C1)(C1=CC=CC=C1)=NNC=1C=C(SC1C=NN=C(C1=CC=CC=C1)C1=CC=CC=C1)CN(C)C ([4-(N′-benzhydrylidene-hydrazino)-5-(benzhydrylidene-hydrazonomethyl)-thiophen-2-ylmethyl]-dimethyl-amine), Cl (hydrochloric acid). Run in C(C)O (ethanol). Run at temperature 85 celsius, time 2 hour. Product: CN(CC1=CC=2NN=CC2S1)C (dimethyl-(1H-thieno[3,2-c]pyrazol-5-ylmethyl)-amine). Yield: 45.0%. RXN SMILES: C(=NN[C:16]1[CH:17]=[C:18]([CH2:37][N:38]([CH3:40])[CH3:39])[S:19][C:20]=1[CH:21]=[N:22][N:23]=C(C1C=CC=CC=1)C1C=CC=CC=1)(C1C=CC=CC=1)C1C=CC=CC=1.Cl.O.C(=O)([O-])[O-].[Na+].[Na+]>C(O)C>[CH3:40][N:38]([CH3:39])[CH2:37][C:18]1[S:19][C:20]2[CH:21]=[N:22][NH:23][C:16]=2[CH:17]=1 |f:3.4.5|. Reported procedure: To [4-(N′-Benzhydrylidene-hydrazino)-5-(benzhydrylidene-hydrazonomethyl)-thiophen-2-ylmethyl]-dimethyl-amine [Intermediate (4)] in ethanol (100 mL) was added 50 mL of concentrated hydrochloric acid. The dark red mixture is stirred at 85° C. for 2 hours. Water is added followed by solid sodium carbonate until pH is slightly basic. The reaction mixture is then extracted twice with ethyl acetate. The organic layer is dried over magnesium sulfate and concentrated. The residue is chromatographed (eth... Yield: 11.3%. Procedure details: In the same manner as in Example 1, step 6 and using 7-(3-fluoro-2-methylphenylamino)-6-(4-phenylpiperidine-1-carbonyl)pyrazolo[1,5-a]pyrimidine-3-carboxylic acid (125 mg, 0.26 mmol) obtained in Example 55, step 2 and cyclopropanesulfonamide (160 mg, 1.32 mmol), the title compound (17 mg, 11%) was obtained. The reactants are FC=1C(=C(C=CC1)NC1=C(C=NC=2N1N=CC2C(=O)O)C(=O)N2CCC(CC2)C2=CC=CC=C2)C (7-(3-Fluoro-2-methylphenylamino)-6-(4-phenylpiperidine-1-carbonyl)pyrazolo[1,5-a]pyrimidine-3-carboxylic acid), C1(CC1)S(=O)(=O)N (cyclopropanesulfonamide). Product: FC=1C(=C(C=CC1)NC1=C(C=NC=2N1N=CC2C(=O)NS(=O)(=O)C2CC2)C(=O)N2CCC(CC2)C2=CC=CC=C2)C (N-[7-(3-Fluoro-2-methylphenylamino)-6-(4-phenylpiperidine-1-carbonyl)pyrazolo[1,5-a]pyrimidine-3-carbonyl]cyclopropanesulfonamide). Reaction SMILES: [F:1][C:2]1[C:3]([CH3:35])=[C:4]([NH:8][C:9]2[N:14]3[N:15]=[CH:16][C:17]([C:18](O)=[O:19])=[C:13]3[N:12]=[CH:11][C:10]=2[C:21]([N:23]2[CH2:28][CH2:27][CH:26]([C:29]3[CH:34]=[CH:33][CH:32]=[CH:31][CH:30]=3)[CH2:25][CH2:24]2)=[O:22])[CH:5]=[CH:6][CH:7]=1.[CH:36]1([S:39]([NH2:42])(=[O:41])=[O:40])[CH2:38][CH2:37]1>>[F:1][C:2]1[C:3]([CH3:35])=[C:4]([NH:8][C:9]2[N:14]3[N:15]=[CH:16][C:17]([C:18]([NH:42][S:39]([CH:36]4[CH2:38][CH2:37]4)(=[O:41])=[O:40])=[O:19])=[C:13]3[N:12]=[CH:11][C:10]=2[C:21]([N:23]2[CH2:28][CH2:27][CH:26]([C:29]3[CH:30]=[CH:31][CH:32]=[CH:33][CH:34]=3)[CH2:25][CH2:24]2)=[O:22])[CH:5]=[CH:6][CH:7]=1. Reactants: Cc1c(I)cc2c3c1ccn3C(=O)CNC2, O, OB(O)c1ccccc1. The product is Cc1c(-c2ccccc2)cc2c3c1ccn3C(=O)CNC2. As a reaction SMILES: [I:1][c:2]1[c:3]([CH3:16])[c:4]2[cH:5][cH:6][n:7]3[c:8]2[c:9]([cH:10]1)[CH2:11][NH:12][CH2:13][C:14]3=[O:15].[OH2:26].[OH:17][B:18]([OH:19])[c:20]1[cH:21][cH:22][cH:23][cH:24][cH:25]1>>[c:2]1(-[c:20]2[cH:21][cH:22][cH:23][cH:24][cH:25]2)[c:3]([CH3:16])[c:4]2[cH:5][cH:6][n:7]3[c:8]2[c:9]([cH:10]1)[CH2:11][NH:12][CH2:13][C:14]3=[O:15]. Reactants: N1=C(C=CC=C1)C1=NOC=C1COC=1N=CC(=NC1)C(=O)O (5-(3-pyridin-2-yl-isoxazol-4-ylmethoxy)-pyrazine-2-carboxylic acid), C1(CC1)N (cyclopropylamine). Product: C1(CC1)NC(=O)C1=NC=C(N=C1)OCC=1C(=NOC1)C1=NC=CC=C1 (5-(3-Pyridin-2-yl-isoxazol-4-ylmethoxy)-pyrazine-2-carboxylic acid cyclopropylamide). Yield: 81.0%. Reaction SMILES: [N:1]1[CH:6]=[CH:5][CH:4]=[CH:3][C:2]=1[C:7]1[C:11]([CH2:12][O:13][C:14]2[N:15]=[CH:16][C:17]([C:20]([OH:22])=O)=[N:18][CH:19]=2)=[CH:10][O:9][N:8]=1.[CH:23]1([NH2:26])[CH2:25][CH2:24]1>>[CH:23]1([NH:26][C:20]([C:17]2[CH:16]=[N:15][C:14]([O:13][CH2:12][C:11]3[C:7]([C:2]4[CH:3]=[CH:4][CH:5]=[CH:6][N:1]=4)=[N:8][O:9][CH:10]=3)=[CH:19][N:18]=2)=[O:22])[CH2:25][CH2:24]1. Reported procedure: As described for example 19f, 5-(3-pyridin-2-yl-isoxazol-4-ylmethoxy)-pyrazine-2-carboxylic acid (84.7 mg, 2.8 mmol) was converted, using cyclopropylamine instead of 4-aminotetrahydropyran, to the title compound (SiO2, heptane:ethyl acetate 7:3 to 2:8, 78 mg, 81%) which was obtained as a white solid. MS: m/e=338.3 [M+H]+. Starting materials: C(C)(C)C1=CC=C(CC2=C(C(=C(C=3C(C(OC32)(C)C)=O)C)NC(CC(C)(C)C)=O)C)C=C1 (N-(7-(4-isopropylbenzyl)-2,2,4,6-tetramethyl-3-oxo-2,3-dihydro-1-benzofuran-5-yl)-3,3-dimethylbutanamide). The solvent is C1CCOC1.CCCCCC (THF hexane). The product is OC1C(OC2=C1C(=C(C(=C2CC2=CC=C(C=C2)C(C)C)C)NC(CC(C)(C)C)=O)C)(C)C (N-(3-Hydroxy-7-(4-isopropylbenzyl)-2,2,4,6-tetramethyl-2,3-dihydro-1-benzofuran-5-yl)-3,3-dimethylbutanamide). Isolated yield 81.0%. Reaction SMILES: [CH:1]([C:4]1[CH:32]=[CH:31][C:7]([CH2:8][C:9]2[C:17]3[O:16][C:15]([CH3:19])([CH3:18])[C:14](=[O:20])[C:13]=3[C:12]([CH3:21])=[C:11]([NH:22][C:23](=[O:29])[CH2:24][C:25]([CH3:28])([CH3:27])[CH3:26])[C:10]=2[CH3:30])=[CH:6][CH:5]=1)([CH3:3])[CH3:2]>C1COCC1.CCCCCC>[OH:20][CH:14]1[C:13]2[C:12]([CH3:21])=[C:11]([NH:22][C:23](=[O:29])[CH2:24][C:25]([CH3:28])([CH3:27])[CH3:26])[C:10]([CH3:30])=[C:9]([CH2:8][C:7]3[CH:31]=[CH:32][C:4]([CH:1]([CH3:3])[CH3:2])=[CH:5][CH:6]=3)[C:17]=2[O:16][C:15]1([CH3:19])[CH3:18] |f:1.2|. Procedure: Using N-(7-(4-isopropylbenzyl)-2,2,4,6-tetramethyl-3-oxo-2,3-dihydro-1-benzofuran-5-yl)-3,3-dimethylbutanamide obtained in Reference Example 330, the title compound was synthesized in the same manner as in Example 234. Yield: 81%. Melting point: 244-245° C. (THF-hexane).